Dataset: the Open Reaction Database (ORD), a public repository of structured organic reaction records. Task: describe an organic reaction: reactants, conditions, products, and yield Solvent: C1(=CC=CC=C1)C (toluene). The product is C(#N)C1=C(C=C(C=C1)NC(=O)[C@@]1(OC1)C)C ((2R)-2-Methyloxirane-2-carboxylicacid-(4-cyano-3-methylphenyl)amide). Yield: 80.5%. Procedure details: (2R)-3-Bromo-2-hydroxy-2-methyl-N-(4-cyano-3-methylphenyl)propion-amide (1.54 g, 5.2 mmol) was dissolved in 50 ml of toluene and stirred for 5 minutes with 15 ml of 1 M NaOH at room temperature. Organic layer was separated and washed with 2×25 ml of water. Toluene was filtered and evaporated to give 0.905 g of the product. Reaction SMILES: Br[CH2:2][C@@:3]([OH:17])([CH3:16])[C:4]([NH:6][C:7]1[CH:12]=[CH:11][C:10]([C:13]#[N:14])=[C:9]([CH3:15])[CH:8]=1)=[O:5].[OH-].[Na+]>C1(C)C=CC=CC=1>[C:13]([C:10]1[CH:11]=[CH:12][C:7]([NH:6][C:4]([C@@:3]2([CH3:16])[CH2:2][O:17]2)=[O:5])=[CH:8][C:9]=1[CH3:15])#[N:14] |f:1.2|. The reactants are BrC[C@](C(=O)NC1=CC(=C(C=C1)C#N)C)(C)O ((2R)-3-Bromo-2-hydroxy-2-methyl-N-(4-cyano-3-methylphenyl)propion-amide), [OH-].[Na+] (NaOH). Starting materials: CCOC(=O)c1ccc(N=C=O)cc1, Cc1ccccc1, c1ccc(-n2nc3ccccc3c2NC2CCCCC2)cc1. Reaction SMILES: [CH2:23]([CH3:24])[O:25][C:26]([c:27]1[cH:28][cH:29][c:30]([N:33]=[C:34]=[O:35])[cH:31][cH:32]1)=[O:36].[CH3:37][c:38]1[cH:39][cH:40][cH:41][cH:42][cH:43]1.[CH:1]1([NH:7][c:8]2[n:9](-[c:17]3[cH:18][cH:19][cH:20][cH:21][cH:22]3)[n:10][c:11]3[cH:12][cH:13][cH:14][cH:15][c:16]23)[CH2:2][CH2:3][CH2:4][CH2:5][CH2:6]1>>[CH:1]1([N:7]([c:8]2[n:9](-[c:17]3[cH:18][cH:19][cH:20][cH:21][cH:22]3)[n:10][c:11]3[cH:12][cH:13][cH:14][cH:15][c:16]23)[C:34]([NH:33][c:30]2[cH:29][cH:28][c:27]([C:26]([O:25][CH2:23][CH3:24])=[O:36])[cH:32][cH:31]2)=[O:35])[CH2:2][CH2:3][CH2:4][CH2:5][CH2:6]1. Product: CCOC(=O)c1ccc(NC(=O)N(c2c3ccccc3nn2-c2ccccc2)C2CCCCC2)cc1. Reactants: C(C1=CC=CC=C1)N(C=1C=NC=CC1)CC1=CC(=C(C(=O)O)C=C1)C1=C(C=CC=C1)C (4-(N-Benzyl-N-3-pyridylaminomethyl)-2-(2-methylphenyl)benzoic Acid), Cl.COC([C@@H](N)CCSC)=O (methionine methyl ester hydrochloride), C1=CC=C2C(=C1)C(=O)N(N=N2)O (HOOBt), CCN=C=NCCCN(C)C (EDCI), CN1CCOCC1 (4-methylmorpholine). Run in O (water), CN(C)C=O (DMF). Reaction conditions: time 8 hour. Product: COC([C@@H](NC(C1=C(C=C(C=C1)CN(C=1C=NC=CC1)CC1=CC=CC=C1)C1=C(C=CC=C1)C)=O)CCSC)=O ([4-(N-Benzyl-N-3-pyridylaminomethyl)-2-(2-methylphenyl)benzoyl]methionine Methyl Ester). The yield is 96.6%. Reaction SMILES: [CH2:1]([N:8]([CH2:15][C:16]1[CH:24]=[CH:23][C:19]([C:20](O)=[O:21])=[C:18]([C:25]2[CH:30]=[CH:29][CH:28]=[CH:27][C:26]=2[CH3:31])[CH:17]=1)[C:9]1[CH:10]=[N:11][CH:12]=[CH:13][CH:14]=1)[C:2]1[CH:7]=[CH:6][CH:5]=[CH:4][CH:3]=1.Cl.[CH3:33][O:34][C:35](=[O:42])[C@H:36]([CH2:38][CH2:39][S:40][CH3:41])[NH2:37].C1C=C2C(N(O)N=NC2=CC=1)=O.CCN=C=NCCCN(C)C.CN1CCOCC1>CN(C=O)C.O>[CH3:33][O:34][C:35](=[O:42])[C@H:36]([CH2:38][CH2:39][S:40][CH3:41])[NH:37][C:20](=[O:21])[C:19]1[CH:23]=[CH:24][C:16]([CH2:15][N:8]([CH2:1][C:2]2[CH:7]=[CH:6][CH:5]=[CH:4][CH:3]=2)[C:9]2[CH:10]=[N:11][CH:12]=[CH:13][CH:14]=2)=[CH:17][C:18]=1[C:25]1[CH:30]=[CH:29][CH:28]=[CH:27][C:26]=1[CH3:31] |f:1.2|. Procedure details: To a stirred solution of product of Example 407B (12.34 g, 29 mmol) in DMF (80 mL) was added successively methionine methyl ester hydrochloride (7.53 g, 37.7 mmol, 1.3 eq), HOOBt (5.21 g, 31.9 mmol, 1.1 eq), EDCI (6.11 g, 31.9 mmol, 1.1 eq) and 4-methylmorpholine (5.1 mL, 46.4 mmol, 1.6 eq). The mixture was stirred overnight, then poured into water and extracted with ethyl acetate. The organic solution was washed successively with water, sodium carbonate and sodium chloride, dried (Na2SO4), conc... Reactants: CCCCCC(/C=C/C=C\C/C=C\C/C=C\CCCC(=O)O)O (15-HETE), (3H)-12-HETE, C(CC(O)(C(=O)O)CC(=O)O)(=O)O (citric acid), (14C)-12-HETE, CCCCCC(/C=C/C=C\C/C=C\C/C=C\CCCC(=O)O)O (15-HETE). The product is CCCCCC=CCC(C=CC=CCC=CCCCC(=O)O)O (12-HETE). Reaction SMILES: [CH3:1][CH2:2][CH2:3][CH2:4][CH2:5][CH:6](O)/[CH:7]=[CH:8]/[CH:9]=[CH:10]\[CH2:11]/[CH:12]=[CH:13]\[CH2:14]/[CH:15]=[CH:16]\[CH2:17][CH2:18][CH2:19][C:20]([OH:22])=[O:21].C(O)(=O)CC(CC(O)=O)(C(O)=O)[OH:27]>>[CH3:1][CH2:2][CH2:3][CH2:4][CH2:5][CH:6]=[CH:7][CH2:8][CH:9]([OH:27])[CH:10]=[CH:11][CH:12]=[CH:13][CH2:14][CH:15]=[CH:16][CH2:17][CH2:18][CH2:19][C:20]([OH:22])=[O:21]. Procedure details: Unlabeled 15-HETE and (3H)-12-HETE are added to the citric acid quenched samples as internal standards. After chromatography of the extracted products on silica gel, (14C)-12-HETE is located by the UV absorbence of the added 15-HETE (with which it cochromatographs) and is quantitated by scintillation spectroscopy. Reactants: CC(C)(C)OC(=O)Nc1ccc(OC(F)(F)F)c(-c2ccc(C(=O)O)cc2)c1, CCCS(=O)(=O)N1CCN(Cc2ccc(N)cc2)CC1, CCN=C=NCCCN(C)C, CN1CCOCC1, CN(C)C=O, On1nnc2ccccc21. Yields the product CCCS(=O)(=O)N1CCN(Cc2ccc(NC(=O)c3ccc(-c4cc(NC(=O)OC(C)(C)C)ccc4OC(F)(F)F)cc3)cc2)CC1. RXN SMILES: [C:1]([CH3:2])([CH3:3])([CH3:4])[O:5][C:6](=[O:7])[NH:8][c:9]1[cH:10][cH:11][c:12]([O:24][C:25]([F:26])([F:27])[F:28])[c:13](-[c:15]2[cH:16][cH:17][c:18]([C:21](=[O:22])[OH:23])[cH:19][cH:20]2)[cH:14]1.[CH2:29]([CH2:30][CH3:31])[S:32](=[O:33])(=[O:34])[N:35]1[CH2:36][CH2:37][N:38]([CH2:41][c:42]2[cH:43][cH:44][c:45]([NH2:48])[cH:46][cH:47]2)[CH2:39][CH2:40]1.[CH3:49][CH2:50][N:51]=[C:52]=[N:53][CH2:54][CH2:55][CH2:56][N:57]([CH3:58])[CH3:59].[CH3:70][N:71]1[CH2:72][CH2:73][O:74][CH2:75][CH2:76]1.[O:77]=[CH:78][N:79]([CH3:80])[CH3:81].[OH:60][n:61]1[c:62]2[c:63]([cH:64][cH:65][cH:66][cH:67]2)[n:68][n:69]1>>[C:1]([CH3:2])([CH3:3])([CH3:4])[O:5][C:6](=[O:7])[NH:8][c:9]1[cH:10][cH:11][c:12]([O:24][C:25]([F:26])([F:27])[F:28])[c:13](-[c:15]2[cH:16][cH:17][c:18]([C:21](=[O:23])[NH:48][c:45]3[cH:44][cH:43][c:42]([CH2:41][N:38]4[CH2:37][CH2:36][N:35]([S:32]([CH2:29][CH2:30][CH3:31])(=[O:33])=[O:34])[CH2:40][CH2:39]4)[cH:47][cH:46]3)[cH:19][cH:20]2)[cH:14]1. The reactants are FC1=C(C=C2C=CNC(C2=C1)=O)OC (7-fluoro-6-methoxyisoquinolin-1(2H)-one), CO (methanol), CS(=O)(=O)O (methane sulphonic acid). Product: COC1=CNC(C2=CC=C(C=C12)OC)=O (4,6-dimethoxyisoquinolin-1(2H)-one). The yield is 48.8%. As a reaction SMILES: F[C:2]1[CH:11]=[C:10]2[C:5]([CH:6]=[CH:7][NH:8][C:9]2=[O:12])=[CH:4][C:3]=1[O:13][CH3:14].CS(O)(=O)=O.[CH3:20][OH:21]>>[CH3:20][O:21][C:6]1[C:5]2[C:10](=[CH:11][CH:2]=[C:3]([O:13][CH3:14])[CH:4]=2)[C:9](=[O:12])[NH:8][CH:7]=1. Procedure: To a solution of 7-fluoro-6-methoxyisoquinolin-1(2H)-one (7 g, 40.0 mmol) in methanol (70 ml) was added iodozobenzenediacetate (14.16 g, 40.0 mmol) followed by methane sulphonic acid (11.52 g, 120 mmol) at room temperature. The reaction mass was heated at reflux for 3 h. The solvent was evaporated and the residue was diluted with cold water. The precipitated solid was filtered, washed with water to get crude compound (4 g, 48.8%) as a light red colored solid. 1H NMR (400 MHz, DMSO): δ ppm 8.11-8... The reactants are C(C)(=O)OC1C(N(CC1)CC(=O)O)=O ((R/S)-2-(3-acetoxy-2-oxo-1-pyrrolidinyl)acetic acid), N,N'-carbonyldiimidazole, C[C@@H]1N([C@@H](CCC1)C)CCN (cis-2-(2,6-dimethyl-1-piperidinyl)ethylamine). Run in O1CCCC1 (tetrahydrofuran). Conditions: time 8 hour. The product is C[C@@H]1N([C@@H](CCC1)C)CCNC(CN1C(C(CC1)OC(C)=O)=O)=O ((R/S)-cis-N-[2-(2,6-dimethyl-1-piperidinyl)ethyl]-2-(3-acetoxy-2-oxo-1-pyrrolidinyl)acetamide). Reaction SMILES: [C:1]([O:4][CH:5]1[CH2:9][CH2:8][N:7]([CH2:10][C:11]([OH:13])=O)[C:6]1=[O:14])(=[O:3])[CH3:2].[CH3:15][C@H:16]1[CH2:21][CH2:20][CH2:19][C@@H:18]([CH3:22])[N:17]1[CH2:23][CH2:24][NH2:25]>O1CCCC1>[CH3:15][C@H:16]1[CH2:21][CH2:20][CH2:19][C@@H:18]([CH3:22])[N:17]1[CH2:23][CH2:24][NH:25][C:11](=[O:13])[CH2:10][N:7]1[CH2:8][CH2:9][CH:5]([O:4][C:1](=[O:3])[CH3:2])[C:6]1=[O:14]. Procedure details: 1.0 g of (R/S)-2-(3-acetoxy-2-oxo-1-pyrrolidinyl)acetic acid is placed in 15 ml of absolute tetrahydrofuran, whereupon 0.89 g of N,N'-carbonyldiimidazole is added in one portion. The mixture is stirred at room temperature until the gas evolution is complete. Thereafter, 0.86 g of 94.7% cis-2-(2,6-dimethyl-1-piperidinyl)ethylamine is added and the mixture is left to stand overnight at room temperature and then evaporated. The residue is chromatographed on 60 g of aluminum oxide (activity grade II... Starting materials: C1CCOC1, CS(=O)(=O)c1c(C(=O)O)ccc(Cl)c1F, Cl, [H-], [Na+], OCC(F)(F)F. Product: CS(=O)(=O)c1c(C(=O)O)ccc(Cl)c1OCC(F)(F)F. RXN SMILES: [CH2:25]1[O:26][CH2:27][CH2:28][CH2:29]1.[Cl:9][c:10]1[c:11]([F:23])[c:12]([S:19](=[O:20])(=[O:21])[CH3:22])[c:13]([C:14](=[O:15])[OH:16])[cH:17][cH:18]1.[ClH:24].[H-:1].[Na+:2].[OH:3][CH2:4][C:5]([F:6])([F:7])[F:8]>>[O:3]([CH2:4][C:5]([F:6])([F:7])[F:8])[c:11]1[c:10]([Cl:9])[cH:18][cH:17][c:13]([C:14](=[O:15])[OH:16])[c:12]1[S:19](=[O:20])(=[O:21])[CH3:22]. Starting materials: C(C)OC(OCC)OCC (triethoxymethane), COC1=CC=C(C(=N1)NCC1=CC2=C(N=C(S2)SC)C=C1)N (6-methoxy-N2-((2-(methylthio)benzo[d]thiazol-6-yl)methyl)pyridine-2,3-diamine). Yields the product COC1=CC=C2C(=N1)N(C=N2)CC2=CC1=C(N=C(S1)SC)C=C2 (6-((5-methoxy-3H-imidazo[4,5-b]pyridin-3-yl)methyl)-2-(methylthio)benzo[d]thiazole). The yield is 53.0%. RXN SMILES: [CH2:1](OC(OCC)OCC)C.[CH3:11][O:12][C:13]1[N:18]=[C:17]([NH:19][CH2:20][C:21]2[CH:31]=[CH:30][C:24]3[N:25]=[C:26]([S:28][CH3:29])[S:27][C:23]=3[CH:22]=2)[C:16]([NH2:32])=[CH:15][CH:14]=1>>[CH3:11][O:12][C:13]1[N:18]=[C:17]2[N:19]([CH2:20][C:21]3[CH:31]=[CH:30][C:24]4[N:25]=[C:26]([S:28][CH3:29])[S:27][C:23]=4[CH:22]=3)[CH:1]=[N:32][C:16]2=[CH:15][CH:14]=1. Reported procedure: To a solution of triethoxymethane (5 mL) was added 6-methoxy-N2-((2-(methylthio)benzo[d]thiazol-6-yl)methyl)pyridine-2,3-diamine (332 mg, 1.0 mmol) from Step 6 of this Example at rt. The reaction mixture was heated under reflux overnight. After cooling to rt, the mixture was concentrated under reduced pressure. The crude product was purified on a silica gel column using a mixture of EtOAc-CH2Cl2 (0 to 100%, v/v) as eluent to give 6-((5-methoxy-3H-imidazo[4,5-b]pyridin-3-yl)methyl)-2-(methylthio)...